describe an organic reaction: reactants, conditions, products, and yield From a dataset of the Open Reaction Database (ORD), a public repository of structured organic reaction records. Starting materials: O=C([O-])[O-], CN(C)C=O, Cc1cc(Cl)c(N)cc1S, FC(F)(F)CI, [K+], [K+]. Product: Cc1cc(Cl)c(N)cc1SCC(F)(F)F. Reaction SMILES: [C:17](=[O:18])([O-:19])[O-:20].[CH3:23][N:24]([CH3:25])[CH:26]=[O:27].[Cl:1][c:2]1[c:3]([NH2:4])[cH:5][c:6]([SH:10])[c:7]([CH3:9])[cH:8]1.[F:11][C:12]([CH2:13][I:14])([F:15])[F:16].[K+:21].[K+:22]>>[Cl:1][c:2]1[c:3]([NH2:4])[cH:5][c:6]([S:10][CH2:13][C:12]([F:11])([F:15])[F:16])[c:7]([CH3:9])[cH:8]1. Reactants: O=C1C2=C(N=CN1)C(=CN2)C(=O)OC (methyl 4-oxo-4,5-dihydro-3H-pyrrolo[3,2-d]pyrimidine-7-carboxylate), [OH-].[K+] (potassium hydroxide). The solvent is C(C)(=O)O (acetic acid). The product is N1=CNC(C2=C1C=CN2)=O (3,5-dihydropyrrolo[3,2-d]pyrimidin-4-one). Reaction SMILES: [O:1]=[C:2]1[NH:7][CH:6]=[N:5][C:4]2[C:8](C(OC)=O)=[CH:9][NH:10][C:3]1=2.[OH-].[K+]>C(O)(=O)C>[N:5]1[C:4]2[CH:8]=[CH:9][NH:10][C:3]=2[C:2](=[O:1])[NH:7][CH:6]=1 |f:1.2|. Procedure: To methyl 4-oxo-4,5-dihydro-3H-pyrrolo[3,2-d]pyrimidine-7-carboxylate synthesized by the known method (Organic Process Research & Development 2009, 13, 928-932), 10% potassium hydroxide (240 mL) was added, and refluxed for 40 hours while stirring. After completion of the reaction, the reaction mixture was cooled to room temperature and neutralized with acetic acid to a pH of 6.5-7.5. The solid thus obtained was filtered and dried to obtain the title compound.